Dataset: the Open Reaction Database (ORD), a public repository of structured organic reaction records. Task: describe an organic reaction: reactants, conditions, products, and yield Reactants: BrCc1ccccc1, O=C([O-])[O-], CC(C)=O, [K+], [K+], O=C(Cc1cccc(O)c1)Nc1cccc2ccccc12. The product is O=C(Cc1cccc(OCc2ccccc2)c1)Nc1cccc2ccccc12. RXN SMILES: [Br:22][CH2:23][c:24]1[cH:25][cH:26][cH:27][cH:28][cH:29]1.[C:30](=[O:31])([O-:32])[O-:33].[CH3:36][C:37](=[O:38])[CH3:39].[K+:34].[K+:35].[OH:1][c:2]1[cH:3][c:4]([CH2:8][C:9](=[O:10])[NH:11][c:12]2[cH:13][cH:14][cH:15][c:16]3[cH:17][cH:18][cH:19][cH:20][c:21]23)[cH:5][cH:6][cH:7]1>>[O:1]([c:2]1[cH:3][c:4]([CH2:8][C:9](=[O:10])[NH:11][c:12]2[cH:13][cH:14][cH:15][c:16]3[cH:17][cH:18][cH:19][cH:20][c:21]23)[cH:5][cH:6][cH:7]1)[CH2:23][c:24]1[cH:25][cH:26][cH:27][cH:28][cH:29]1. Reactants: FC(C(=O)O)(F)F (trifluoroacetic acid), CN(C(=O)[C@@H]1N(CC(C1)F)C(=O)OC(C)(C)C)C (tert-butyl(2R)-2-[(dimethylamino)carbonyl]-4-fluoropyrrolidine-1-carboxylate). Solvent: C(Cl)(Cl)Cl (chloroform). Conditions: time 2 hour. Product: FC(C(=O)O)(F)F.FC1C[C@@H](NC1)C(=O)N(C)C (4-fluoro-N,N-dimethyl-D-prolinamide trifluoroacetate). As a reaction SMILES: [F:1][C:2]([F:7])([F:6])[C:3]([OH:5])=[O:4].[CH3:8][N:9]([CH3:25])[C:10]([C@H:12]1[CH2:16][CH:15]([F:17])[CH2:14][N:13]1C(OC(C)(C)C)=O)=[O:11]>C(Cl)(Cl)Cl>[F:1][C:2]([F:7])([F:6])[C:3]([OH:5])=[O:4].[F:17][CH:15]1[CH2:14][NH:13][C@@H:12]([C:10]([N:9]([CH3:25])[CH3:8])=[O:11])[CH2:16]1 |f:3.4|. Reported procedure: 10 mL of trifluoroacetic acid was added under ice cooling to a 30 mL chloroform solution of 2.09 g of the compound obtained in step 6-2, after which the reaction mixture was stirred for 2 hours at room temperature. The reaction mixture was then concentrated under reduced pressure, which gave 3.42 g of residue (pale yellow oily substance). This compound was used in the following reaction without being purified.